From a dataset of the Open Reaction Database (ORD), a public repository of structured organic reaction records. describe an organic reaction: reactants, conditions, products, and yield Starting materials: COC(=O)C1=NC=C(C(=N1)C(C)(C)C)O ((1,1-dimethylethyl)-5-hydroxy-2-pyrimidine carboxylic acid methyl ester). The solvent is [OH-].[Na+] (NaOH). Yields the product CC(C)(C)C1=NC(=NC(=C1O)C(C)(C)C)C(=O)O (4,6-bis (1,1-dimethylethyl)-5-hydroxy-2-pyrimidine carboxylic acid). Isolated yield 143.3%. As a reaction SMILES: C[O:2][C:3]([C:5]1[N:10]=[C:9]([C:11]([CH3:14])([CH3:13])[CH3:12])[C:8]([OH:15])=[CH:7][N:6]=1)=[O:4]>[OH-].[Na+]>[CH3:9][C:11]([C:7]1[C:8]([OH:15])=[C:9]([C:11]([CH3:14])([CH3:13])[CH3:12])[N:10]=[C:5]([C:3]([OH:2])=[O:4])[N:6]=1)([CH3:13])[CH3:12] |f:1.2|. Procedure: A solution of 4,6-his (1,1-dimethylethyl)-5-hydroxy-2-pyrimidine carboxylic acid methyl ester (500 mg) in 1N NaOH (50 mL) is heated at reflux for 1 hour. The reaction mixture is cooled, filtered, and acidified to pH 4 with 1N HCl. The resulting precipitate is collected by filtration and dried at room temperature under vacuum to give pure 4,6-bis (1,1-dimethylethyl)-5-hydroxy-2-pyrimidine carboxylic acid (430 mg); mp 200° C. dec. Starting materials: N1C=NC=C1 (imidazole), BrC(C(C(CCl)(C)C)=O)OC1=CC=C(C=C1)Cl (1-bromo-1-(4-chlorophenoxy)-3,3-dimethyl-4-chloro-butan-2-one), C1(=CC=CC=2C(=CC=CC12)S(=O)(=O)O)S(=O)(=O)O (1,5-naphthalenedisulphonic acid). The solvent is C(C)#N (acetonitrile), CC(=O)C (acetone). Run at time 2 hour. The product is C1(=CC=CC=2C(=CC=CC12)S(=O)(=O)O)S(=O)(=O)O.ClC1=CC=C(OC(C(C(CCl)(C)C)=O)N2C=NC=C2)C=C1 (1-(4-chlorophenoxy)-1-(imidazol-1-yl)-3,3-dimethyl-4-chloro-butan-2-one naphthalene-1,5-disulphonate). The yield is 84.7%. Reaction SMILES: Br[CH:2]([O:10][C:11]1[CH:16]=[CH:15][C:14]([Cl:17])=[CH:13][CH:12]=1)[C:3](=[O:9])[C:4]([CH3:8])([CH3:7])[CH2:5][Cl:6].[NH:18]1[CH:22]=[CH:21][N:20]=[CH:19]1.[C:23]1([S:37]([OH:40])(=[O:39])=[O:38])[C:32]2[CH:31]=[CH:30][CH:29]=[C:28]([S:33]([OH:36])(=[O:35])=[O:34])[C:27]=2[CH:26]=[CH:25][CH:24]=1>C(#N)C.CC(C)=O>[C:23]1([S:37]([OH:40])(=[O:39])=[O:38])[C:32]2[CH:31]=[CH:30][CH:29]=[C:28]([S:33]([OH:36])(=[O:35])=[O:34])[C:27]=2[CH:26]=[CH:25][CH:24]=1.[Cl:17][C:14]1[CH:15]=[CH:16][C:11]([O:10][CH:2]([N:18]2[CH:22]=[CH:21][N:20]=[CH:19]2)[C:3](=[O:9])[C:4]([CH3:8])([CH3:7])[CH2:5][Cl:6])=[CH:12][CH:13]=1 |f:5.6|. Procedure details: 17 g (0.05 mol) of crude 1-bromo-1-(4-chlorophenoxy)-3,3-dimethyl-4-chloro-butan-2-one were dissolved in 100 ml of absolute acetonitrile. 12 g (0.175 mol) of imidazole were added to this solution and the mixture was heated under reflux for 40 hours. Thereafter, it was concentrated by distilling off the solvent in vacuo and the residue was taken up in 300 ml of methylene chloride. The methylene chloride mixture was washed three times with 100 ml of water each time, dried over sodium sulphate and ...